From a dataset of the Open Reaction Database (ORD), a public repository of structured organic reaction records. describe an organic reaction: reactants, conditions, products, and yield Starting materials: COC(=O)N1C(C=CC1=O)=O (N-methoxycarbonylmaleimide), C(C1=CC=CC=C1)SC[C@H](N)C(=O)O (S-benzyl-L-cysteine), C(O)([O-])=O.[Na+] (sodium hydrogen carbonate), S(O)(O)(=O)=O (sulfuric acid). The solvent is C(Cl)(Cl)Cl.C(C)(=O)OCC.C(C)(=O)O (chloroform ethyl acetate acetic acid), saturated aqueous solution, C1CCOC1 (THF), O (water), C1CCOC1 (THF), C(Cl)(Cl)Cl.C(C)(=O)OCC.C(C)(=O)O (chloroform ethyl acetate acetic acid). Conditions: time 10 minute. The product is C(C1=CC=CC=C1)SC[C@H](C(=O)O)N1C(C=CC1=O)=O ((2S)-3-benzylthio-2-maleimidopropionic acid). Isolated yield 19.7%. RXN SMILES: COC(N1[C:9](=[O:10])[CH:8]=[CH:7][C:6]1=[O:11])=O.[CH2:12]([S:19][CH2:20][C@@H:21]([C:23]([OH:25])=[O:24])[NH2:22])[C:13]1[CH:18]=[CH:17][CH:16]=[CH:15][CH:14]=1.C(=O)([O-])O.[Na+].S(=O)(=O)(O)O>O.C1COCC1.C(Cl)(Cl)Cl.C(OCC)(=O)C.C(O)(=O)C>[CH2:12]([S:19][CH2:20][C@@H:21]([N:22]1[C:9](=[O:10])[CH:8]=[CH:7][C:6]1=[O:11])[C:23]([OH:25])=[O:24])[C:13]1[CH:18]=[CH:17][CH:16]=[CH:15][CH:14]=1 |f:2.3,7.8.9|. Procedure details: According to the method of O. Keller and J. Rudinger (Helv. Chim. Acta., 58, 531 (1975)), 6.2 g (40 mmols) of N-methoxycarbonylmaleimide was added at 0° C. to a solution of 8.44 g (40 mmols)of S-benzyl-L-cysteine in a mixture of 200 ml of saturated aqueous solution of sodium hydrogen carbonate and 100 ml of THF. The mixture was stirred for 10 minutes and then diluted with 300 ml of water and 150 ml of THF. The reaction mixture was stirred at room temperature for 30 minutes and subsequently at 40... As a reaction SMILES: Br[C:2]1[CH:7]=[CH:6][C:5]([CH:8]([C:19]2[CH:24]=[CH:23][CH:22]=[CH:21][C:20]=2[CH3:25])[CH2:9][C:10]([C:12]2[CH:17]=[CH:16][N:15]=[C:14]([CH3:18])[CH:13]=2)=[O:11])=[CH:4][CH:3]=1.[CH2:26]([O:28][C:29]([C:31]1[CH:32]=[C:33](B(O)O)[CH:34]=[CH:35][CH:36]=1)=[O:30])[CH3:27]>>[CH2:26]([O:28][C:29]([C:31]1[CH:32]=[C:33]([C:2]2[CH:3]=[CH:4][C:5]([CH:8]([C:19]3[CH:24]=[CH:23][CH:22]=[CH:21][C:20]=3[CH3:25])[CH2:9][C:10]([C:12]3[CH:17]=[CH:16][N:15]=[C:14]([CH3:18])[CH:13]=3)=[O:11])=[CH:6][CH:7]=2)[CH:34]=[CH:35][CH:36]=1)=[O:30])[CH3:27]. Starting materials: BrC1=CC=C(C=C1)C(CC(=O)C1=CC(=NC=C1)C)C1=C(C=CC=C1)C (3-(4-Bromo-phenyl)-1-(2-methyl-pyridin-4-yl)-3-o-tolyl-propan-1-one), C(C)OC(=O)C=1C=C(C=CC1)B(O)O (3-ethoxycarbonylphenylboronic acid). Reported procedure: In analogy to example 74, step 6, from 3-(4-bromo-phenyl)-1-(2-methyl-pyridin-4-yl)-3-o-tolyl-propan-1-one (example 74, step 5) and 3-ethoxycarbonylphenylboronic acid was prepared the title compound as a yellow oil, MS (ESI+): m/z=464.22 ([M+H]+). Product: C(C)OC(=O)C=1C=C(C=CC1)C1=CC=C(C=C1)C(CC(=O)C1=CC(=NC=C1)C)C1=C(C=CC=C1)C (4′-[3-(2-Methyl-pyridin-4-yl)-3-oxo-1-o-tolyl-propyl]-biphenyl-3-carboxylic acid ethyl ester). Run at temperature 120 celsius. Run in CC1=CC=CC=C1. Reactants: C[C@H](CN)O[Si](C)(C)C(C)(C)C, C1=CC=C(C=C1)COC2=CC=C(C=C2)Br. Yields the product C[C@H](CNC1=CC=C(C=C1)OCC2=CC=CC=C2)O[Si](C)(C)C(C)(C)C. Procedure: Palladium(II) acetate (0.427 g, 1.90 mmol) and dicyclohexyl(2',4',6'-triisopropylbiphenyl-2-yl)phosphine (0.906 g, 1.90 mmol) were added in one portion to a degassed solution of 1-(benzyloxy)-4-bromobenzene (5 g, 19.00 mmol), (R)-2-(tert- butyldimethylsilyloxy)propan-1-amine (4.32 g, 22.80 mmol) and Cesium carbonate (2.281 mL, 28.50 mmol) in toluene (75 mL) at 20°C under nitrogen. The resulting suspension was stirred at 120°C for 72 hours. The reaction mixture was diluted with EtOAc (150mL) and ... Reagents/catalysts: C(=O)([O-])[O-].[Cs+].[Cs+], CC(C)C1=CC(=C(C(=C1)C(C)C)C2=CC=CC=C2P(C3CCCCC3)C4CCCCC4)C(C)C, CC(=O)O.CC(=O)O.[Pd]. The yield is 65.2%. Reactants: COC1=C(C=C(C(=C1)N1CCN(CC1)C)[N+](=O)[O-])NC1=NC=CC(=N1)C1=CN(C2=CC=CC=C12)C (N-[2-methoxy-4-(4-methylpiperazin-1-yl)-5-nitrophenyl]-4-(1-methy-lindol-3-yl)pyrimidin-2-amine), COC1=C(C=C(C(=C1)N1CCN(CC1)C)[N+](=O)[O-])NC1=NC=CC(=N1)C1=CN(C2=CC=CC=C12)C (N-[2-methoxy-4-(4-methylpiperazin-1-yl)-5-nitrophenyl]-4-(1-methy-lindol-3-yl)pyrimidin-2-amine), [NH4+].[Cl-] (NH4Cl), C(C)O (ethanol). The reagents and catalysts are [Fe] (iron). The solvent is O (water). The product is COC1=C(C=C(C(=C1)N1CCN(CC1)C)NC1=NC=CC(=N1)C1=CN(C2=CC=CC=C12)C)N (4-Methoxy-N-[4-(1-methylindol-3-yl)pyrimidin-2-yl]-6-(4-methylpiperazin-1-yl)benzene-1,3-diamine). Yield: 93.0%. Reaction SMILES: CO[C:3]1[CH:8]=[C:7](N2CCN(C)CC2)[C:6]([N+:16]([O-])=O)=[CH:5][C:4]=1[NH:19][C:20]1[N:25]=[C:24]([C:26]2[C:34]3[C:29](=[CH:30][CH:31]=[CH:32][CH:33]=3)[N:28]([CH3:35])[CH:27]=2)[CH:23]=[CH:22][N:21]=1.[NH4+:36].[Cl-].[CH2:38]([OH:40])C>O.[Fe]>[CH3:38][O:40][C:7]1[CH:8]=[C:3]([N:36]2[CH2:30][CH2:29][N:28]([CH3:35])[CH2:27][CH2:26]2)[C:4]([NH:19][C:20]2[N:25]=[C:24]([C:26]3[C:34]4[C:29](=[CH:30][CH:31]=[CH:32][CH:33]=4)[N:28]([CH3:35])[CH:27]=3)[CH:23]=[CH:22][N:21]=2)=[CH:5][C:6]=1[NH2:16] |f:1.2|. Procedure: A mixture of N-[2-methoxy-4-(4-methylpiperazin-1-yl)-5-nitrophenyl]-4-(1-methy-lindol-3-yl)pyrimidin-2-amine (Intermediate 111, 329 mg, 0.69 mmol), iron (233 mg, 4.17 mmol) and NH4Cl (26.0 mg, 0.49 mmol) in ethanol (12 mL) and water (4 mL) were heated at reflux for 3 h. The mixture was allowed to cool to r.t. and then filtered. The filtrate was concentrated in vacuo. Purification by ion exchange chromatography, using an SCX column and eluting with 0.7M methanolic ammonia gave a brown gum after c... The reactants are BrC1C2C(C(=O)NC2=O)CCC1Br (3,4-Dibromohexahydrophthalimide), N1=CC=CC=C1 (pyridine), ClC1=C(C(=O)Cl)C=C(C=C1)Cl (2,5-Dichlorobenzoyl chloride). Run in C1=CC=CC=C1 (benzene). The product is ClC1=C(C(=O)N2C(C3C(C2=O)C(C(CC3)Br)Br)=O)C=C(C=C1)Cl (N-(2,5-dichlorobenzoyl)-3,4-dibromohexahydrophthalimide). As a reaction SMILES: [Br:1][CH:2]1[CH:12]([Br:13])[CH2:11][CH2:10][CH:4]2[C:5]([NH:7][C:8](=[O:9])[CH:3]12)=[O:6].N1C=CC=CC=1.[Cl:20][C:21]1[CH:29]=[CH:28][C:27]([Cl:30])=[CH:26][C:22]=1[C:23](Cl)=[O:24]>C1C=CC=CC=1>[Cl:20][C:21]1[CH:29]=[CH:28][C:27]([Cl:30])=[CH:26][C:22]=1[C:23]([N:7]1[C:8](=[O:9])[CH:3]2[CH:2]([Br:1])[CH:12]([Br:13])[CH2:11][CH2:10][CH:4]2[C:5]1=[O:6])=[O:24]. Procedure details: 3,4-Dibromohexahydrophthalimide (0.10 mole), benzene (300 ml) and pyridine (0.11 mole) are charged into a glass reaction vessel equipped with a mechanical stirrer, thermometer and reflux condenser. 2,5-Dichlorobenzoyl chloride (0.10 mole) is then added dropwise to the flask with stirring at room temperature. After the addition is completed the reaction mixture is heated at reflux with continued stirring for a period of about 1 hour. After this time the reaction mixture is filtered and the filtra... Reactants: polysilanes, C[Si]([Si](OCC)(OCC)C)(OCC)C (1,1,2-trimethyl-1,2,2-triethoxydisilane), C[Li] (methyl lithium), [SiH3][SiH3] (disilane), C[Li] (methyl lithium). The product is C[Si]([Si](OCC)(C)C)(OCC)C (1,1,2,2-tetramethyl-1,2-diethoxydisilane). Reaction SMILES: [CH3:1][Li].[SiH3][SiH3].[CH3:5][Si:6]([CH3:18])([O:15][CH2:16][CH3:17])[Si:7]([CH3:14])([O:11][CH2:12][CH3:13])OCC>>[CH3:18][Si:6]([CH3:5])([O:15][CH2:16][CH3:17])[Si:7]([CH3:1])([CH3:14])[O:11][CH2:12][CH3:13]. Reported procedure: In the same manner as in Example 1, change of the average molecular weight of the resulting polysilanes was examined by changing the amount of methyl lithium to be used as a reaction starting compound. The results including those of Example 1 and the yields and properties of the products are shown in Table 1. In Example 4, after the disilane compound and methyl lithium were reacted, the reaction mixture was applied to gas chromatography before heating to confirm that 1,1,2-trimethyl-1,2,2-trieth... The reactants are BrCCOC (Bromoethylmethyl ether), C[Si]([N-][Si](C)(C)C)(C)C.[Na+] (sodium hexamethyldisilazide), C1CCOC1 (THF), BrC1=CC2=C(C=N1)C=C(N2)C=2C=NN(C2)C (6-Bromo-2-(1-methyl-1H-pyrazol-4-yl)-1H-pyrrolo[3,2-c]pyridine). Solvent: C1(=CC=CC=C1)C (toluene), CN(C)C=O (DMF), C(C)(=O)OCC (ethyl acetate). Conditions: time 20 minute. Yields the product BrC1=CC2=C(C=N1)C=C(N2CCOC)C=2C=NN(C2)C (6-Bromo-1-(2-methoxyethyl)-2-(1-methyl-1H-pyrazol-4-yl)-1H-pyrrolo[3,2-c]pyridine). As a reaction SMILES: [Br:1][C:2]1[N:7]=[CH:6][C:5]2[CH:8]=[C:9]([C:11]3[CH:12]=[N:13][N:14]([CH3:16])[CH:15]=3)[NH:10][C:4]=2[CH:3]=1.C[Si](C)(C)[N-][Si](C)(C)C.[Na+].C1[CH2:31][O:30][CH2:29][CH2:28]1.BrCCOC>CN(C=O)C.C(OCC)(=O)C.C1(C)C=CC=CC=1>[Br:1][C:2]1[N:7]=[CH:6][C:5]2[CH:8]=[C:9]([C:11]3[CH:12]=[N:13][N:14]([CH3:16])[CH:15]=3)[N:10]([CH2:28][CH2:29][O:30][CH3:31])[C:4]=2[CH:3]=1 |f:1.2|. Procedure: 6-Bromo-2-(1-methyl-1H-pyrazol-4-yl)-1H-pyrrolo[3,2-c]pyridine (Preparation 22, 100 mg, 0.36 mmole) was azeotroped with toluene (3 mL) and dissolved in DMF (1 mL). To the solution was added sodium hexamethyldisilazide, 1M in THF (0.4 mL, 0.4 mmole) and the reaction was stirred at room temperature for 20 minutes. Bromoethylmethyl ether (65 uL, 100 mg, 0.8 mmole) was added and the reaction was stirred at room temperature for 18 hours. The reaction was diluted with ethyl acetate (25 mL) and the sol... The reactants are O=C([O-])O, O=C(OCc1ccccc1)N1CC(C2CCCCC2)CC1CO, [Na+], C1COCCO1, O, O, [Pt], O=[Pt]. Product: O=C(O)C1CC(C2CCCCC2)CN1C(=O)OCc1ccccc1. RXN SMILES: [C:24]([O-:25])(=[O:26])[OH:27].[CH2:1]([c:2]1[cH:3][cH:4][cH:5][cH:6][cH:7]1)[O:8][C:9](=[O:10])[N:11]1[CH:12]([CH2:22][OH:23])[CH2:13][CH:14]([CH:16]2[CH2:17][CH2:18][CH2:19][CH2:20][CH2:21]2)[CH2:15]1.[Na+:28].[O:29]1[CH2:30][CH2:31][O:32][CH2:33][CH2:34]1.[O:35].[OH2:39].[Pt:36].[Pt:37]=[O:38]>>[CH2:1]([c:2]1[cH:3][cH:4][cH:5][cH:6][cH:7]1)[O:8][C:9](=[O:10])[N:11]1[CH:12]([C:22](=[O:23])[OH:25])[CH2:13][CH:14]([CH:16]2[CH2:17][CH2:18][CH2:19][CH2:20][CH2:21]2)[CH2:15]1.